This data is from the Open Reaction Database (ORD), a public repository of structured organic reaction records. The task is: describe an organic reaction: reactants, conditions, products, and yield As a reaction SMILES: [N:1]1[CH:6]=[CH:5][CH:4]=[CH:3][C:2]=1[N:7]1[C:11]([NH:12][C:13]2[CH:21]=[CH:20][CH:19]=[CH:18][C:14]=2[C:15](O)=O)=[CH:10][CH:9]=[N:8]1.P(Cl)(Cl)([Cl:24])=O.[OH-].[Na+]>O>[Cl:24][C:15]1[C:14]2[C:13](=[CH:21][CH:20]=[CH:19][CH:18]=2)[N:12]=[C:11]2[N:7]([C:2]3[CH:3]=[CH:4][CH:5]=[CH:6][N:1]=3)[N:8]=[CH:9][C:10]=12 |f:2.3|. The yield is 76.4%. Yields the product ClC1=C2C(=NC3=CC=CC=C13)N(N=C2)C2=NC=CC=C2 (4-Chloro-1-(2-pyridinyl)-1H-pyrazolo[3,4-b]quinoline). Starting materials: N1=C(C=CC=C1)N1N=CC=C1NC1=C(C(=O)O)C=CC=C1 (2-[[1-(2-pyridinyl)-1H-pyrazol-5-yl]amino]benzoic acid), P(=O)(Cl)(Cl)Cl (phosphorous oxychloride), [OH-].[Na+] (sodium hydroxide). Procedure details: A solution of 2-[[1-(2-pyridinyl)-1H-pyrazol-5-yl]amino]benzoic acid (62.0 g, 0.221 mol) in phosphorous oxychloride (166 g, 1.08 mol) was heated under reflux for 1 hour. The solution was allowed to cool to room temperature and poured into water. The solution was neutralized by addition of a sodium hydroxide solution, and the organic matter was extracted with chloroform. The extract was washed with saturated brine and water, and dried over anhydrous magnesium sulfate, and the solvent was evaporat... Run in O (water). Reactants: N1N=CC=2C1=CN=C(C2)C(=O)OC (1H-pyrazolo[3,4-c]pyridine-5-carboxylic acid, methyl ester), [H-].[H-].[H-].[H-].[Li+].[Al+3] (LAH). Run in C1CCOC1 (THF). Run at temperature 0 celsius, time 1.5 hour. The product is N1N=CC=2C1=CN=C(C2)CO (1H-pyrazolo[3,4-c]pyridine-5-methanol). Yield: 97.0%. Reaction SMILES: [NH:1]1[C:5]2=[CH:6][N:7]=[C:8]([C:10](OC)=[O:11])[CH:9]=[C:4]2[CH:3]=[N:2]1.[H-].[H-].[H-].[H-].[Li+].[Al+3]>C1COCC1>[NH:1]1[C:5]2=[CH:6][N:7]=[C:8]([CH2:10][OH:11])[CH:9]=[C:4]2[CH:3]=[N:2]1 |f:1.2.3.4.5.6|. Procedure: To a solution of 1H-pyrazolo[3,4-c]pyridine-5-carboxylic acid, methyl ester (1.5 g, 8.5 mmol) in THF (350 mL) at 0° C. was added LAH (958 mg) in two portions. The reaction was stirred at 0° C. for 1.5 hr, and at rt for 1 hr. The reaction was quenched with con. NaOH at 0° C., and the solid was filtered off and washed with MeOH. The filtrate was concentrated. Purification by column afforded 1H-pyrazolo[3,4-c]pyridine-5-methanol (1.23 g, 96%). Reactants: C1CCOC1, C=C1CC(NC(=O)C(F)(F)F)(c2ccc(-c3nc4ccn5c(-c6ncccn6)nnc5c4cc3-c3ccccc3)cc2)C1. The product is CC1CC(NC(=O)C(F)(F)F)(c2ccc(-c3nc4ccn5c(-c6ncccn6)nnc5c4cc3-c3ccccc3)cc2)C1. Reaction SMILES: [CH2:44]1[O:45][CH2:46][CH2:47][CH2:48]1.[F:1][C:2]([C:3](=[O:4])[NH:5][C:6]1([c:11]2[cH:12][cH:13][c:14](-[c:17]3[n:18][c:19]4[cH:20][cH:21][n:22]5[c:23]([c:24]4[cH:25][c:26]3-[c:27]3[cH:28][cH:29][cH:30][cH:31][cH:32]3)[n:33][n:34][c:35]5-[c:36]3[n:37][cH:38][cH:39][cH:40][n:41]3)[cH:15][cH:16]2)[CH2:7][C:8](=[CH2:10])[CH2:9]1)([F:42])[F:43]>>[F:1][C:2]([C:3](=[O:4])[NH:5][C:6]1([c:11]2[cH:12][cH:13][c:14](-[c:17]3[n:18][c:19]4[cH:20][cH:21][n:22]5[c:23]([c:24]4[cH:25][c:26]3-[c:27]3[cH:28][cH:29][cH:30][cH:31][cH:32]3)[n:33][n:34][c:35]5-[c:36]3[n:37][cH:38][cH:39][cH:40][n:41]3)[cH:15][cH:16]2)[CH2:7][CH:8]([CH3:10])[CH2:9]1)([F:42])[F:43]. Reactants: C1(CC1)C1=CC=C(C=O)C=C1 (4-cyclopropyl benzaldehyde), CN(C)C=O (DMF), BrC1=CC(=C(C=C1)C(C)(C)C)Cl (4-bromo-1-tert-butyl-2-chloro-benzene), [Li]CCCC (nBuLi). Product: C(C)(C)(C)C1=C(C=C(C=O)C=C1)Cl (4-tert-butyl-3-chloro-benzaldehyde). Yield: 82.0%. RXN SMILES: C1(C2C=CC([CH:8]=[O:9])=CC=2)CC1.Br[C:13]1[CH:18]=[CH:17][C:16]([C:19]([CH3:22])([CH3:21])[CH3:20])=[C:15]([Cl:23])[CH:14]=1.[Li]CCCC.CN(C=O)C>>[C:19]([C:16]1[CH:17]=[CH:18][C:13]([CH:8]=[O:9])=[CH:14][C:15]=1[Cl:23])([CH3:22])([CH3:21])[CH3:20]. Procedure details: The title compound was synthesized in analogy to 4-cyclopropyl benzaldehyde (described in example S53) using 4-bromo-1-tert-butyl-2-chloro-benzene (200 mg, 0.81 mmol), nBuLi (0.66 ml, 1.6M solution in hexane, 1.05 mmol) and DMF (251 μl, 3.23 mmol). The isolated residue was purified by flash column chromatography (1:9 ether:pentane) to give 4-tert-butyl-3-chloro-benzaldehyde (130 mg, 82%) as a colorless liquid. 1H NMR (CDCl3, 300 MHz): δ 9.94 (s, 1H), 7.85 (d, J=2 Hz, 1H), 7.70 (dd, J=2 and 8 Hz,... Starting materials: [OH-].[Na+] (NaOH), COC(COC1=C(C=C(C=C1)SCC=C(C1=CC=C(C=C1)I)C1=CC=C(C=C1)I)OC)=O ({4-[3,3-Bis-(4-iodo-phenyl)-allylsulfanyl]-2-methoxy-phenoxy}-acetic acid methyl ester), Cl (HCl). The solvent is C(C)O (ethanol). Conditions: time 2 hour. Yields the product IC1=CC=C(C=C1)C(=CCSC1=CC(=C(OCC(=O)O)C=C1)OC)C1=CC=C(C=C1)I ({4-[3,3-Bis-(4-iodo-phenyl)-allylsulfanyl]-2-methoxy-phenoxy}-acetic acid). RXN SMILES: C[O:2][C:3](=[O:32])[CH2:4][O:5][C:6]1[CH:11]=[CH:10][C:9]([S:12][CH2:13][CH:14]=[C:15]([C:23]2[CH:28]=[CH:27][C:26]([I:29])=[CH:25][CH:24]=2)[C:16]2[CH:21]=[CH:20][C:19]([I:22])=[CH:18][CH:17]=2)=[CH:8][C:7]=1[O:30][CH3:31].[OH-].[Na+].Cl>C(O)C>[I:22][C:19]1[CH:18]=[CH:17][C:16]([C:15]([C:23]2[CH:28]=[CH:27][C:26]([I:29])=[CH:25][CH:24]=2)=[CH:14][CH2:13][S:12][C:9]2[CH:10]=[CH:11][C:6]([O:5][CH2:4][C:3]([OH:32])=[O:2])=[C:7]([O:30][CH3:31])[CH:8]=2)=[CH:21][CH:20]=1 |f:1.2|. Reported procedure: {4-[3,3-Bis-(4-iodo-phenyl)-allylsulfanyl]-2-methoxy-phenoxy}-acetic acid methyl ester (290 mg, 0.43 mmol) was dissolved in warm ethanol (30 ml). 1N NaOH (2 ml) was added at room temperature and the reaction mixture was stirred for 2 h after which it was evapo-rated. The residue was treated with 1N HCl (2.4 ml) and extracted with dichloromethane (3×25 ml). The combined organic phases were dried and evaporated to give the title compound in 275 mg (97%) yield. Yields the product COC1=CC=C(CN(C(=N)N)C#N)C=C1 (N1-(4-methoxybenzyl)-cyanoguanidine). Reported procedure: 800 ml of acetonitrile was added to 70.0 g (0.40 mol) of 4-methoxybenzylamine hydrochloride and 39.5 g (0.44 mol) of sodium dicyanamide. The mixture was refluxed for 19 hours, and the solvent was distilled off under reduced pressure. The residue was heated and dissolved in methanol, and insolubles were filtered off. The solvent was distilled off under reduced pressure, and the residue was recrystallized from ethyl acetate to obtain 67.0 g of colorless crystals having a melting point of 89 to 92°... RXN SMILES: Cl.[CH3:2][O:3][C:4]1[CH:11]=[CH:10][C:7]([CH2:8][NH2:9])=[CH:6][CH:5]=1.[N-:12]([C:15]#[N:16])C#N.[Na+].[C:18](#[N:20])C>>[CH3:2][O:3][C:4]1[CH:11]=[CH:10][C:7]([CH2:8][N:9]([C:18]#[N:20])[C:15]([NH2:16])=[NH:12])=[CH:6][CH:5]=1 |f:0.1,2.3|. The reactants are Cl.COC1=CC=C(CN)C=C1 (4-methoxybenzylamine hydrochloride), [N-](C#N)C#N.[Na+] (sodium dicyanamide), C(C)#N (acetonitrile).